From a dataset of the Open Reaction Database (ORD), a public repository of structured organic reaction records. describe an organic reaction: reactants, conditions, products, and yield The reactants are CCO, [Na+], [OH-], CCOC(=O)C=C(C)c1ccc2c(c1)CC(NS(=O)(=O)c1ccccc1)C2. Yields the product CC(=CC(=O)O)c1ccc2c(c1)CC(NS(=O)(=O)c1ccccc1)C2. As a reaction SMILES: [CH3:30][CH2:31][OH:32].[Na+:2].[OH-:1].[c:3]1([S:9](=[O:10])(=[O:11])[NH:12][CH:13]2[CH2:14][c:15]3[cH:16][cH:17][c:18]([C:22](=[CH:23][C:24](=[O:25])[O:26][CH2:27][CH3:28])[CH3:29])[cH:19][c:20]3[CH2:21]2)[cH:4][cH:5][cH:6][cH:7][cH:8]1>>[c:3]1([S:9](=[O:10])(=[O:11])[NH:12][CH:13]2[CH2:14][c:15]3[cH:16][cH:17][c:18]([C:22](=[CH:23][C:24](=[O:25])[OH:26])[CH3:29])[cH:19][c:20]3[CH2:21]2)[cH:4][cH:5][cH:6][cH:7][cH:8]1. Starting materials: CC(COC(=O)N[C@H](C(=O)N1[C@H](C(=O)OC)C[C@H](C1)OC1=CC(=NC2=CC(=C(C=C12)C=C)OC)C1=CC=CC=C1)CCCCCC=C)(CC=C)C (Methyl (4R)-1-[(2S)-2-({[(2,2-dimethylpent-4-en-1-yl)oxy]carbonyl}amino)non-8-enoyl]-4-[(7-methoxy-2-phenyl-6-vinylquinolin-4-yl)oxy]-L-prolinate), Cl (HCl). Solvent: C1CCOC1 (THF), CO (MeOH), [Li+].[OH-] (LiOH). Product: CC(COC(=O)N[C@H](C(=O)N1[C@H](C(=O)O)C[C@H](C1)OC1=CC(=NC2=CC(=C(C=C12)C=C)OC)C1=CC=CC=C1)CCCCCC=C)(CC=C)C ((4R)-1-[(2S)-2-({[(2,2-Dimethylpent-4-en-1-yl)oxy]carbonyl}amino)non-8-enoyl]-4-[(7-methoxy-2-phenyl-6-vinylquinolin-4-yl)oxy]-L-proline). The yield is 89.4%. As a reaction SMILES: [CH3:1][C:2]([CH3:51])([CH2:48][CH:49]=[CH2:50])[CH2:3][O:4][C:5]([NH:7][C@@H:8]([CH2:41][CH2:42][CH2:43][CH2:44][CH2:45][CH:46]=[CH2:47])[C:9]([N:11]1[CH2:19][C@H:18]([O:20][C:21]2[C:30]3[C:25](=[CH:26][C:27]([O:33][CH3:34])=[C:28]([CH:31]=[CH2:32])[CH:29]=3)[N:24]=[C:23]([C:35]3[CH:40]=[CH:39][CH:38]=[CH:37][CH:36]=3)[CH:22]=2)[CH2:17][C@H:12]1[C:13]([O:15]C)=[O:14])=[O:10])=[O:6].Cl>C1COCC1.CO.[Li+].[OH-]>[CH3:1][C:2]([CH3:51])([CH2:48][CH:49]=[CH2:50])[CH2:3][O:4][C:5]([NH:7][C@@H:8]([CH2:41][CH2:42][CH2:43][CH2:44][CH2:45][CH:46]=[CH2:47])[C:9]([N:11]1[CH2:19][C@H:18]([O:20][C:21]2[C:30]3[C:25](=[CH:26][C:27]([O:33][CH3:34])=[C:28]([CH:31]=[CH2:32])[CH:29]=3)[N:24]=[C:23]([C:35]3[CH:36]=[CH:37][CH:38]=[CH:39][CH:40]=3)[CH:22]=2)[CH2:17][C@H:12]1[C:13]([OH:15])=[O:14])=[O:10])=[O:6] |f:4.5|. Procedure: A solution of the product from Step 1 (962 mg, 1.38 mmol) in THF (10 mL), MeOH (1 mL) and 1 M aqueous LiOH (9.65 mL) was stirred at RT for 2 hours. The reaction solution was acidified to pH 5 with 1 M aqueous HCl and extracted with EtOAc (3×100 mL). The combined EtOAc layers were washed with water (50 mL), brine (30 mL), dried over Na2SO4, filtered and concentrated to give the title product (844 mg). LRMS (ESI) m/z 684.5 [(M+H)+; calcd for C40H50N3O7: 684.4].